From a dataset of the Open Reaction Database (ORD), a public repository of structured organic reaction records. describe an organic reaction: reactants, conditions, products, and yield The reactants are O=C(CBr)c1ccc(F)cc1, O=S(=O)(c1ccc(Br)cc1)C1CCNCC1, O=C([O-])[O-], CC#N, [K+], [K+]. The product is O=C(CN1CCC(S(=O)(=O)c2ccc(Br)cc2)CC1)c1ccc(F)cc1. RXN SMILES: [Br:17][CH2:18][C:19](=[O:20])[c:21]1[cH:22][cH:23][c:24]([F:27])[cH:25][cH:26]1.[Br:1][c:2]1[cH:3][cH:4][c:5]([S:8](=[O:9])(=[O:10])[CH:11]2[CH2:12][CH2:13][NH:14][CH2:15][CH2:16]2)[cH:6][cH:7]1.[C:28](=[O:29])([O-:30])[O-:31].[CH3:34][C:35]#[N:36].[K+:32].[K+:33]>>[Br:1][c:2]1[cH:3][cH:4][c:5]([S:8](=[O:9])(=[O:10])[CH:11]2[CH2:12][CH2:13][N:14]([CH2:18][C:19](=[O:20])[c:21]3[cH:22][cH:23][c:24]([F:27])[cH:25][cH:26]3)[CH2:15][CH2:16]2)[cH:6][cH:7]1. Starting materials: O=C1OCc2ccccc21, Cc1cccc2c1CC(=O)N2, CN([SiH](C)C)[Si](C)(C)C, Cl, [Na], CN(C)C=O. Yields the product Cc1cccc2c1C(=C1OCc3ccccc31)C(=O)N2. Reaction SMILES: [C:12]1(=[O:13])[O:14][CH2:15][c:16]2[cH:17][cH:18][cH:19][cH:20][c:21]21.[CH3:1][c:2]1[c:3]2[c:7]([cH:8][cH:9][cH:10]1)[NH:6][C:5](=[O:11])[CH2:4]2.[CH3:22][SiH:23]([CH3:24])[N:25]([CH3:26])[Si:27]([CH3:28])([CH3:29])[CH3:30].[ClH:32].[Na:31].[O:33]=[CH:34][N:35]([CH3:36])[CH3:37]>>[CH3:1][c:2]1[c:3]2[c:7]([cH:8][cH:9][cH:10]1)[NH:6][C:5](=[O:11])[C:4]2=[C:12]1[O:14][CH2:15][c:16]2[cH:17][cH:18][cH:19][cH:20][c:21]21. The reactants are CS(=O)(=O)O.S1C2=C(CC1)C=C(C=C2)CCN(C)C[C@@H]2CCCC1=C(C=CC=C21)OC (N-[2-(2,3-Dihydrobenzo[b]thien-5-yl)ethyl]-N-[(R)-(+)-5-methoxy-1,2,3,4-tetrahydronaphthalen-1-ylmethyl]-N-methylamine methanesulfonate), ClC1=CC(=CC=C1)C(=O)OO (m-chloroperbenzoic acid). Product: CS(=O)(=O)O.O=S1CCC2=C1C=CC(=C2)CCN(C)C[C@@H]2CCCC1=C(C=CC=C21)OC (N-[2-(1-Oxo-2,3-dihydrobenzothiphen-5-yl)ethyl]-N-[(R)-(+)-5-methoxy-1,2,3,4-tetrahydronaphthalen-1-ylmethyl]-N-methylamine methanesulfonate). Reaction SMILES: [CH3:1][S:2]([OH:5])(=[O:4])=[O:3].[S:6]1[CH2:10][CH2:9][C:8]2[CH:11]=[C:12]([CH2:15][CH2:16][N:17]([CH2:19][C@H:20]3[C:29]4[C:24](=[C:25]([O:30][CH3:31])[CH:26]=[CH:27][CH:28]=4)[CH2:23][CH2:22][CH2:21]3)[CH3:18])[CH:13]=[CH:14][C:7]1=2.ClC1C=CC=C(C(OO)=[O:40])C=1>>[CH3:1][S:2]([OH:5])(=[O:4])=[O:3].[O:40]=[S:6]1[C:7]2[CH:14]=[CH:13][C:12]([CH2:15][CH2:16][N:17]([CH2:19][C@H:20]3[C:29]4[C:24](=[C:25]([O:30][CH3:31])[CH:26]=[CH:27][CH:28]=4)[CH2:23][CH2:22][CH2:21]3)[CH3:18])=[CH:11][C:8]=2[CH2:9][CH2:10]1 |f:0.1,3.4|. Reported procedure: The product from Example 26 is treated with one equivalent of m-chloroperbenzoic acid to yield the title compound. Reactants: CC(NC(=O)Cc1cc(F)cc(F)c1)C(=O)O, CN1C(=O)C(N)N=C(N2CCCCC2)c2ccccc21. Product: CC(NC(=O)Cc1cc(F)cc(F)c1)C(=O)C1(N)N=C(N2CCCCC2)c2ccccc2N(C)C1=O. Reaction SMILES: [F:1][c:2]1[cH:3][c:4]([CH2:9][C:10](=[O:11])[NH:12][CH:13]([CH3:14])[C:15](=[O:16])[OH:17])[cH:5][c:6]([F:8])[cH:7]1.[NH2:18][CH:19]1[C:20](=[O:37])[N:21]([CH3:36])[c:22]2[c:23]([cH:32][cH:33][cH:34][cH:35]2)[C:24]([N:26]2[CH2:27][CH2:28][CH2:29][CH2:30][CH2:31]2)=[N:25]1>>[F:1][c:2]1[cH:3][c:4]([CH2:9][C:10](=[O:11])[NH:12][CH:13]([CH3:14])[C:15](=[O:17])[C:19]2([NH2:18])[C:20](=[O:37])[N:21]([CH3:36])[c:22]3[c:23]([cH:32][cH:33][cH:34][cH:35]3)[C:24]([N:26]3[CH2:27][CH2:28][CH2:29][CH2:30][CH2:31]3)=[N:25]2)[cH:5][c:6]([F:8])[cH:7]1. Yields the product O1C2=C(C(=C1)C(=O)NC1=C(C=C(C=C1)CC(=O)O)Cl)C=CC=C2 ([4-[(Benzo[b]furan-3-ylcarbonyl)amino]-3-chlorophenyl]acetic acid). Yield: 88.7%. Procedure details: [4-[(Benzo[b]furan-3-ylcarbonyl)amino]-3-chlorophenyl]acetic acid ethyl ester (2.08 g, 5.81 mmol) was dissolved in tetrahydrofuran (15 mL) and methanol (5 mL), and a 1N-aqueous solution of sodium hydroxide (11.60 mL, 11.60 mmol) was added thereto. The mixture was stirred for three hours at room temperature. The reaction liquor was poured onto ice-1N-hydrochloric acid, and precipitated solids were collected by filtration, and dried under reduced pressure, to obtain the title compound (1.70 g, 89%... The solvent is CO (methanol), O1CCCC1 (tetrahydrofuran). Run at time 3 hour. Starting materials: [OH-].[Na+] (sodium hydroxide), C(C)OC(CC1=CC(=C(C=C1)NC(=O)C=1C2=C(OC1)C=CC=C2)Cl)=O ([4-[(Benzo[b]furan-3-ylcarbonyl)amino]-3-chlorophenyl]acetic acid ethyl ester), Cl (hydrochloric acid). As a reaction SMILES: C([O:3][C:4](=[O:25])[CH2:5][C:6]1[CH:11]=[CH:10][C:9]([NH:12][C:13]([C:15]2[C:16]3[CH:23]=[CH:22][CH:21]=[CH:20][C:17]=3[O:18][CH:19]=2)=[O:14])=[C:8]([Cl:24])[CH:7]=1)C.[OH-].[Na+].Cl>O1CCCC1.CO>[O:18]1[CH:19]=[C:15]([C:13]([NH:12][C:9]2[CH:10]=[CH:11][C:6]([CH2:5][C:4]([OH:25])=[O:3])=[CH:7][C:8]=2[Cl:24])=[O:14])[C:16]2[CH:23]=[CH:22][CH:21]=[CH:20][C:17]1=2 |f:1.2|. Reactants: CSCc1cccc2c(C(CCOS(C)(=O)=O)c3ccc(C(F)(F)F)cc3)c[nH]c12, N#C[K], CN(C)C=O. The product is CSCc1cccc2c(C(CCC#N)c3ccc(C(F)(F)F)cc3)c[nH]c12. Reaction SMILES: [CH3:4][S:5]([O:6][CH2:9][CH2:10][CH:11]([c:12]1[cH:13][cH:14][c:15]([C:18]([F:19])([F:20])[F:21])[cH:16][cH:17]1)[c:22]1[cH:23][nH:24][c:25]2[c:26]([CH2:31][S:32][CH3:33])[cH:27][cH:28][cH:29][c:30]12)(=[O:7])=[O:8].[K:1][C:2]#[N:3].[O:34]=[CH:35][N:36]([CH3:37])[CH3:38]>>[C:2](#[N:3])[CH2:9][CH2:10][CH:11]([c:12]1[cH:13][cH:14][c:15]([C:18]([F:19])([F:20])[F:21])[cH:16][cH:17]1)[c:22]1[cH:23][nH:24][c:25]2[c:26]([CH2:31][S:32][CH3:33])[cH:27][cH:28][cH:29][c:30]12.